Dataset: the Open Reaction Database (ORD), a public repository of structured organic reaction records. Task: describe an organic reaction: reactants, conditions, products, and yield Run in CC(=O)C (acetone). Reaction conditions: time 2 hour. Reaction SMILES: [CH3:1][O:2][C:3](=[O:29])[CH:4]([C:12]1[N:16]2[CH:17]=[C:18]([CH3:21])[CH:19]=[CH:20][C:15]2=[N:14][C:13]=1[C:22]1[CH:27]=[CH:26][C:25]([CH3:28])=[CH:24][CH:23]=1)[CH2:5][CH2:6][CH:7]1OCC[O:8]1.Cl>CC(C)=O>[CH3:1][O:2][C:3](=[O:29])[CH:4]([C:12]1[N:16]2[CH:17]=[C:18]([CH3:21])[CH:19]=[CH:20][C:15]2=[N:14][C:13]=1[C:22]1[CH:27]=[CH:26][C:25]([CH3:28])=[CH:24][CH:23]=1)[CH2:5][CH2:6][CH:7]=[O:8]. Product: COC(C(CCC=O)C1=C(N=C2N1C=C(C=C2)C)C2=CC=C(C=C2)C)=O ((+/−)-2-(6-Methyl-2-p-tolyl-imidazo[1,2-a]pyridin-3-yl)-5-oxo-pentanoic acid methyl ester). Reported procedure: To a magnetically stirred solution of (+/−)-4-[1,3]dioxolan-2-yl-2-(6-methyl-2-p-tolyl-imidazo[1,2-a]pyridin-3-yl)-butyric acid methyl ester 35b (0.10 g, 0.253 mmol) in acetone (5 mL) at room temperature under Ar atmosphere was slowly added 5N HCl (1.5 mL). The reaction mixture was stirred for 2 h and then concentrated to remove acetone. NaHCO3 solution (100 mL) was added until the pH is greater than 9, and the aqueous phase was extracted with ethyl acetate (2×100 mL). The combined organic layer... Starting materials: COC(C(CCC1OCCO1)C1=C(N=C2N1C=C(C=C2)C)C2=CC=C(C=C2)C)=O ((+/−)-4-[1,3]dioxolan-2-yl-2-(6-methyl-2-p-tolyl-imidazo[1,2-a]pyridin-3-yl)-butyric acid methyl ester), Cl (HCl). Starting materials: CN(C)C=O, C=C[Sn](CCCC)(CCCC)CCCC, Cc1nn(-c2c(Cl)cc(C(F)(F)F)cc2Cl)c(C)c1I, c1ccc(P(c2ccccc2)(c2ccccc2)[Pd](P(c2ccccc2)(c2ccccc2)c2ccccc2)(P(c2ccccc2)(c2ccccc2)c2ccccc2)P(c2ccccc2)(c2ccccc2)c2ccccc2)cc1. Product: C=Cc1c(C)nn(-c2c(Cl)cc(C(F)(F)F)cc2Cl)c1C. Reaction SMILES: [CH3:36][N:37]([CH3:38])[CH:39]=[O:40].[CH:21](=[CH2:22])[Sn:23]([CH2:24][CH2:25][CH2:26][CH3:27])([CH2:28][CH2:29][CH2:30][CH3:31])[CH2:32][CH2:33][CH2:34][CH3:35].[Cl:1][c:2]1[c:3](-[n:13]2[n:14][c:15]([CH3:20])[c:16]([I:19])[c:17]2[CH3:18])[c:4]([Cl:12])[cH:5][c:6]([C:8]([F:9])([F:10])[F:11])[cH:7]1.[cH:41]1[cH:42][cH:43][c:44]([P:45]([Pd:46]([P:47]([c:48]2[cH:49][cH:50][cH:51][cH:52][cH:53]2)([c:54]2[cH:55][cH:56][cH:57][cH:58][cH:59]2)[c:60]2[cH:61][cH:62][cH:63][cH:64][cH:65]2)([P:66]([c:67]2[cH:68][cH:69][cH:70][cH:71][cH:72]2)([c:73]2[cH:74][cH:75][cH:76][cH:77][cH:78]2)[c:79]2[cH:80][cH:81][cH:82][cH:83][cH:84]2)[P:85]([c:86]2[cH:87][cH:88][cH:89][cH:90][cH:91]2)([c:92]2[cH:93][cH:94][cH:95][cH:96][cH:97]2)[c:98]2[cH:99][cH:100][cH:101][cH:102][cH:103]2)([c:104]2[cH:105][cH:106][cH:107][cH:108][cH:109]2)[c:110]2[cH:111][cH:112][cH:113][cH:114][cH:115]2)[cH:116][cH:117]1>>[Cl:1][c:2]1[c:3](-[n:13]2[n:14][c:15]([CH3:20])[c:16]([CH:21]=[CH2:22])[c:17]2[CH3:18])[c:4]([Cl:12])[cH:5][c:6]([C:8]([F:9])([F:10])[F:11])[cH:7]1. The reactants are C(C1=CC=CC=C1)(=O)CC(=O)C (1-benzoylacetone), COC(N(C)C)OC (dimethylformamide dimethylacetal). Conditions: time 8 hour. The product is CN(C(C(=O)C1=CC=CC=C1)C(C)=O)C (2-(dimethylamino)-1-phenyl-1,3-butanedione). Yield: 78.0%. Reaction SMILES: [C:1]([CH2:9][C:10]([CH3:12])=[O:11])(=[O:8])[C:2]1[CH:7]=[CH:6][CH:5]=[CH:4][CH:3]=1.CO[CH:15](OC)[N:16](C)[CH3:17]>>[CH3:15][N:16]([CH3:17])[CH:9]([C:10](=[O:11])[CH3:12])[C:1]([C:2]1[CH:7]=[CH:6][CH:5]=[CH:4][CH:3]=1)=[O:8]. Reported procedure: A mixture of 1-benzoylacetone (24.00 g, 0.15 mole) and dimethylformamide dimethylacetal were stirred overnight at room temperature under argon. The resulting reddish-colored mixture was concentrated on the rotary evaporator, then dissolved in THF (tetrahydrofuran). The resulting solution was stirred and heated to boiling and slowly diluted with hexane. At the point of turbidity heating was discontinued. An orange gum precipitated and rapidly solidified. The mixture was chilled in an ice bath and... Starting materials: CC(=O)SCCC(=O)N1CCC=C1C(=O)O, CCOC(C)=O. The product is O=C(O)C1=CCCN1C(=O)CCS. As a reaction SMILES: [C:1](=[O:2])([CH3:3])[S:4][CH2:5][CH2:6][C:7](=[O:8])[N:9]1[C:10]([C:14](=[O:15])[OH:16])=[CH:11][CH2:12][CH2:13]1.[CH3:17][CH2:18][O:19][C:20](=[O:21])[CH3:22]>>[SH:4][CH2:5][CH2:6][C:7](=[O:8])[N:9]1[C:10]([C:14](=[O:15])[OH:16])=[CH:11][CH2:12][CH2:13]1. Starting materials: CN1C(C(N(CC1)C)=O)=O (1,4-dimethylpiperazine-2,3-dione), C1(=CC(=CC=C1)[Mg]Cl)C (m-tolylmagnesium chloride), CN1C(C(N(CC1)C)=O)=O (1,4-dimethylpiperazine-2,3-dione), organolithium, Bis[1,2-di(3-methylphenyl)ethane-1,2-dithiolene]nickel. The solvent is C1CCOC1 (THF). Product: CC=1C=C(C=CC1)C(=O)C(=O)C1=CC(=CC=C1)C (3,3′-Dimethylbenzil). Yield: 35.0%. RXN SMILES: CN1CCN(C)[C:4](=[O:9])[C:3]1=[O:10].[C:11]1([CH3:19])[CH:16]=[CH:15][CH:14]=[C:13]([Mg]Cl)[CH:12]=1>C1COCC1>[CH3:19][C:11]1[CH:16]=[C:15]([C:3]([C:4]([C:13]2[CH:14]=[CH:15][CH:16]=[C:11]([CH3:19])[CH:12]=2)=[O:9])=[O:10])[CH:14]=[CH:13][CH:12]=1. Procedure details: Mueller-Westerhoff9 and co-workers reported a simple, high-yield two-step synthesis of symmetrically substituted α-diones. The first step involves the preparation of 1,4-dimethylpiperazine-2,3-dione (13). Compound 13 was prepared in high yield from the reaction between N,N′-dimethylethylenediamine and diethyl oxalate in anhydrous diethyl ether at room temperature overnight. Second, compound 13 reacts with 2 equivalents of organolithium or Grignard compounds to form symmetrically-substituted α-di...